Dataset: the Open Reaction Database (ORD), a public repository of structured organic reaction records. Task: describe an organic reaction: reactants, conditions, products, and yield Reactants: NC=1C(=C(C(=C(C(=O)O)C1I)I)C(=O)NCCO)I (5-amino-N-(2-hydroxyethyl)-2,4,6-triiodoisophthalamic acid), COCC(=O)Cl (methoxyacetyl chloride), S(=O)(Cl)Cl (thionyl chloride), COCC(=O)O (methoxyacetic acid). Run in CC(=O)N(C)C (dimethylacetamide). Product: OCCNC(C=1C(=C(C(=O)O)C(=C(C1I)NC(COC)=O)I)I)=O (N-(2-Hydroxyethyl)-2,4,6-triiodo-5-methoxyacetamidoisophthalamic Acid). As a reaction SMILES: [NH2:1][C:2]1[C:3]([I:19])=[C:4]([C:13]([NH:15][CH2:16][CH2:17][OH:18])=[O:14])[C:5]([I:12])=[C:6]([C:10]=1[I:11])[C:7]([OH:9])=[O:8].[CH3:20][O:21][CH2:22][C:23](Cl)=[O:24].COCC(O)=O.S(Cl)(Cl)=O>CC(N(C)C)=O>[OH:18][CH2:17][CH2:16][NH:15][C:13](=[O:14])[C:4]1[C:5]([I:12])=[C:6]([C:10]([I:11])=[C:2]([NH:1][C:23](=[O:24])[CH2:22][O:21][CH3:20])[C:3]=1[I:19])[C:7]([OH:9])=[O:8]. Reported procedure: Analogously to Example 1(c), 90.3 g. (150 mmol) of 5-amino-N-(2-hydroxyethyl)-2,4,6-triiodoisophthalamic acid and methoxyacetyl chloride, freshly prepared from 45.5 ml. of methoxyacetic acid/43.5 ml. of thionyl chloride, are reacted in dimethylacetamide; yield: 84.7 g. (84%) m.p. 285° C., with decomposition. RXN SMILES: [NH2:1][C:2]1[C:7]([C:8]#[N:9])=[C:6]([CH3:10])[C:5](Br)=[CH:4][N:3]=1.[Cl:12][C:13]1[CH:23]=[C:22](B(O)O)[C:16]2[O:17][C:18]([CH3:21])([CH3:20])[O:19][C:15]=2[CH:14]=1.C(=O)([O-])[O-].[K+].[K+]>C1(C)C=CC=CC=1.C1C=CC([P]([Pd]([P](C2C=CC=CC=2)(C2C=CC=CC=2)C2C=CC=CC=2)([P](C2C=CC=CC=2)(C2C=CC=CC=2)C2C=CC=CC=2)[P](C2C=CC=CC=2)(C2C=CC=CC=2)C2C=CC=CC=2)(C2C=CC=CC=2)C2C=CC=CC=2)=CC=1>[NH2:1][C:2]1[C:7]([C:8]#[N:9])=[C:6]([CH3:10])[C:5]([C:22]2[C:16]3[O:17][C:18]([CH3:20])([CH3:21])[O:19][C:15]=3[CH:14]=[C:13]([Cl:12])[CH:23]=2)=[CH:4][N:3]=1 |f:2.3.4,^1:43,45,64,83|. Reagents/catalysts: C=1C=CC(=CC1)[P](C=2C=CC=CC2)(C=3C=CC=CC3)[Pd]([P](C=4C=CC=CC4)(C=5C=CC=CC5)C=6C=CC=CC6)([P](C=7C=CC=CC7)(C=8C=CC=CC8)C=9C=CC=CC9)[P](C=1C=CC=CC1)(C=1C=CC=CC1)C=1C=CC=CC1 (tetrakis(triphenylphosphine)palladium(0)). Product: NC1=NC=C(C(=C1C#N)C)C1=CC(=CC2=C1OC(O2)(C)C)Cl (2-amino-3-cyano-4-methyl-5-(5-chloro-2,2-dimethylbenzodioxolan-7-yl)pyridine). Reported procedure: This compound is prepared in a manner analogous to that of Step D of Example 4, using 1.7 grams (0.008 mole) of 2-amino-5-bromo-3-cyano-4-methylpyridine, 2.7 grams (0.012 mole) of 5-chloro-2,2-dimethylbenzodioxolan-7-ylboronic acid, 4.3 grams (0.031 mole) of potassium carbonate and 0.3 gram of tetrakis(triphenylphosphine)palladium(0) in 150 mL of toluene, yielding 2-amino-3-cyano-4-methyl-5-(5-chloro-2,2-dimethylbenzodioxolan-7-yl)pyridine. Solvent: C1(=CC=CC=C1)C (toluene). Starting materials: NC1=NC=C(C(=C1C#N)C)Br (2-amino-5-bromo-3-cyano-4-methylpyridine), ClC1=CC2=C(OC(O2)(C)C)C(=C1)B(O)O (5-chloro-2,2-dimethylbenzodioxolan-7-ylboronic acid), C([O-])([O-])=O.[K+].[K+] (potassium carbonate). Reactants: C(C)(C)(C)NC(=S)N[C@@H](CO)CCC1=CSC=C1 (N-(tert-butyl)-N′-[(1R)-2-hydroxy-1-(2-thien-3-yl-ethyl)ethyl]-thiourea), Cl (hydrochloric acid). The solvent is C(C)O (ethanol), aqueous solution. Conditions: temperature 100 celsius, time 18 hour. Yields the product S1C=C(C=C1)CC[C@H]1N=C(SC1)N ((4R)-4-(2-thien-3-ylethyl)-4,5-dihydro-1,3-thiazol-2-ylamine). The yield is 52.5%. RXN SMILES: C([NH:5][C:6]([NH:8][C@H:9]([CH2:12][CH2:13][C:14]1[CH:18]=[CH:17][S:16][CH:15]=1)[CH2:10]O)=[S:7])(C)(C)C.Cl>C(O)C>[S:16]1[CH:17]=[CH:18][C:14]([CH2:13][CH2:12][C@@H:9]2[CH2:10][S:7][C:6]([NH2:5])=[N:8]2)=[CH:15]1. Procedure details: A mixture of 0.72 g of N-(tert-butyl)-N′-[(1R)-2-hydroxy-1-(2-thien-3-yl-ethyl)ethyl]-thiourea in 20 mL of aqueous solution of 5N hydrochloric acid is heated under magnetic stirring at a temperature of about 100° C. for 18 hours. The reaction medium is then evaporated under reduced pressure (2 kPa) at a temperature of about 40° C. and the residue obtained is taken up in 20 mL of ethanol and concentrated again according to the conditions described above. The evaporating residue is taken up in 5 m... The reactants are [N+](=O)([O-])C1=CC=C(OCCOCCOCCOCCOCCOCCOC2OCCCC2)C=C1 (2-(17-(4-Nitrophenoxy)-3,6,9,12,15-pentaoxaheptadecyloxy)tetrahydro-2H-pyran), THF TEA. The reagents and catalysts are [Pd] (Pd/C). Reaction conditions: time 16 hour. The product is O1C(CCCC1)OCCOCCOCCOCCOCCOCCOC1=CC=C(N)C=C1 (4-(17-(Tetrahydro-2H-pyran-2-yloxy)-3,6,9,12,15-pentaoxaheptadecyloxy)aniline). Yield: 98.3%. RXN SMILES: [N+:1]([C:4]1[CH:34]=[CH:33][C:7]([O:8][CH2:9][CH2:10][O:11][CH2:12][CH2:13][O:14][CH2:15][CH2:16][O:17][CH2:18][CH2:19][O:20][CH2:21][CH2:22][O:23][CH2:24][CH2:25][O:26][CH:27]2[CH2:32][CH2:31][CH2:30][CH2:29][O:28]2)=[CH:6][CH:5]=1)([O-])=O>[Pd]>[O:28]1[CH2:29][CH2:30][CH2:31][CH2:32][CH:27]1[O:26][CH2:25][CH2:24][O:23][CH2:22][CH2:21][O:20][CH2:19][CH2:18][O:17][CH2:16][CH2:15][O:14][CH2:13][CH2:12][O:11][CH2:10][CH2:9][O:8][C:7]1[CH:33]=[CH:34][C:4]([NH2:1])=[CH:5][CH:6]=1. Reported procedure: To a stirred solution of 35 (6.30 g, 12.9 mmol) in 1:1 THF/TEA (26 mL) in a Parr apparatus was added a catalytic amount of 20% Pd/C (0.05 g). The reaction vessel was purged with hydrogen then pressurized to 70 psi. After stirring for 16 h the reaction mixture was filtered through a 4 cm pad of celite and concentrated under reduced pressure to afford 36 as a brown oil (5.80 g, 98%): 1H NMR (300 MHz, CDCl3) δ 6.75 (d, J=8.9 Hz, 2H), 6.62 (d, J=8.9 Hz, 2H), 4.71-4.55 (m, 1H), 4.09-4.00 (m, 2H), 3.9... Reactants: CCO, COC(=O)c1ccccc1COc1ccc(CCCO)cc1, Cl, [K+], [OH-], O. Product: O=C(O)c1ccccc1COc1ccc(CCCO)cc1. RXN SMILES: [CH3:27][CH2:28][OH:29].[CH3:3][O:4][C:5]([c:6]1[c:7]([CH2:12][O:13][c:14]2[cH:15][cH:16][c:17]([CH2:20][CH2:21][CH2:22][OH:23])[cH:18][cH:19]2)[cH:8][cH:9][cH:10][cH:11]1)=[O:24].[ClH:26].[K+:2].[OH-:1].[OH2:25]>>[O:4]=[C:5]([c:6]1[c:7]([CH2:12][O:13][c:14]2[cH:15][cH:16][c:17]([CH2:20][CH2:21][CH2:22][OH:23])[cH:18][cH:19]2)[cH:8][cH:9][cH:10][cH:11]1)[OH:24]. Starting materials: CON=C(C(=O)OC)C1=CC(=CC=C1)O (methyl 2-methoxyimino-2-(3-hydroxyphenyl)acetate), aqueous solution, [OH-].[Na+] (sodium hydroxide), Cl (hydrochloric acid), C1=CC=CC=C1 (Benzene). The solvent is O (water). Run at time 1 hour. Product: CON=C(C(=O)O)C1=CC(=CC=C1)O (2-methoxyimino-2-(3-hydroxyphenyl)acetic acid). The yield is 91.4%. RXN SMILES: [OH-].[Na+].[CH3:3][O:4][N:5]=[C:6]([C:11]1[CH:16]=[CH:15][CH:14]=[C:13]([OH:17])[CH:12]=1)[C:7]([O:9]C)=[O:8].Cl.C1C=CC=CC=1>O>[CH3:3][O:4][N:5]=[C:6]([C:11]1[CH:16]=[CH:15][CH:14]=[C:13]([OH:17])[CH:12]=1)[C:7]([OH:9])=[O:8] |f:0.1|. Procedure details: A 2 N aqueous solution of sodium hydroxide (40 ml.) was added with stirring at ambient temperature to a suspension of methyl 2-methoxyimino-2-(3-hydroxyphenyl)acetate (syn isomer) (7.55 g.) in water (70 ml.) and the mixture was stirred for 1 hour at ambient temperature. The reaction mixture was adjusted to pH 6.5 with 10% hydrochloric acid, subjected to salting-out and washed with ether (60 ml.). The aqueous layer was adjusted to pH 1 with conc. hydrochloric acid and extracted once with 100 ml. ... Reactants: C1(CCCC1)C=O (cyclopentanecarbaldehyde), FC(C(=O)O)(F)F (trifluoroacetic acid), CC1(CC(CC(C1)=O)=O)C (5,5-dimethyl-cyclohexane-1,3-dione), NC(=CC(=O)C1=CC=C(C=C1)C(F)(F)F)C(C)OC (3-Amino-4-methoxy-1-(4-trifluoromethyl-phenyl)-pent-2-en-1-one). Solvent: C(C)(C)OC(C)C (diisopropylether). Run at time 10 minute. Yields the product C1(CCCC1)C1C(=C(NC=2CC(CC(C12)=O)(C)C)C(C)OC)C(C1=CC=C(C=C1)C(F)(F)F)=O (4-Cyclopentyl-2-(1-methoxy-ethyl)-7,7-dimethyl-3-(4-trifluoromethyl-benzoyl)-4,6,7,8-tetrahydro-1H-quinolin-5-one). Reaction SMILES: [NH2:1][C:2]([CH:16]([O:18][CH3:19])[CH3:17])=[CH:3][C:4]([C:6]1[CH:11]=[CH:10][C:9]([C:12]([F:15])([F:14])[F:13])=[CH:8][CH:7]=1)=[O:5].FC(F)(F)C(O)=O.[CH3:27][C:28]1([CH3:36])[CH2:33][C:32](=O)[CH2:31][C:30](=[O:35])[CH2:29]1.[CH:37]1([CH:42]=O)[CH2:41][CH2:40][CH2:39][CH2:38]1>C(OC(C)C)(C)C>[CH:37]1([CH:42]2[C:31]3[C:30](=[O:35])[CH2:29][C:28]([CH3:27])([CH3:36])[CH2:33][C:32]=3[NH:1][C:2]([CH:16]([O:18][CH3:19])[CH3:17])=[C:3]2[C:4](=[O:5])[C:6]2[CH:11]=[CH:10][C:9]([C:12]([F:14])([F:15])[F:13])=[CH:8][CH:7]=2)[CH2:41][CH2:40][CH2:39][CH2:38]1. Procedure: 8.0 g 3-Amino-4-methoxy-1-(4-trifluoromethyl-phenyl)-pent-2-en-1-one are dissolved in 150 ml of diisopropylether, 2.2 ml trifluoroacetic acid and 4.1 g 5,5-dimethyl-cyclohexane-1,3-dione are successively added and the mixture is stirred for 10 minutes at room temperature. Then 3.75 ml cyclopentanecarbaldehyde are added and the mixture is heated for 15 hours to reflux at a dean-stark trap. After cooling to room temperature the solvents are evaporated in vacuo. The residue is chromatographed on si... The reactants are COc1cccc(N)c1C, CC(=O)O, COc1cc2ncc(C(N)=O)c(Cl)c2cc1OC, [Na+], O=C([O-])O, CN(C)C=O, O. Product: COc1cc2ncc(C(N)=O)c(Nc3cccc(OC)c3C)c2cc1OC. Reaction SMILES: [CH3:19][O:20][c:21]1[c:22]([CH3:28])[c:23]([NH2:24])[cH:25][cH:26][cH:27]1.[CH3:29][C:30](=[O:31])[OH:32].[Cl:1][c:2]1[c:3]([C:16](=[O:17])[NH2:18])[cH:4][n:5][c:6]2[cH:7][c:8]([O:14][CH3:15])[c:9]([O:12][CH3:13])[cH:10][c:11]12.[Na+:37].[O-:33][C:34]([OH:35])=[O:36].[O:38]=[CH:39][N:40]([CH3:41])[CH3:42].[OH2:43]>>[c:2]1([NH:24][c:23]2[c:22]([CH3:28])[c:21]([O:20][CH3:19])[cH:27][cH:26][cH:25]2)[c:3]([C:16](=[O:17])[NH2:18])[cH:4][n:5][c:6]2[cH:7][c:8]([O:14][CH3:15])[c:9]([O:12][CH3:13])[cH:10][c:11]12. The reactants are N#Cc1cc(Br)c2oc(-c3ccc(C(=O)NCC4CCN(c5nccc(C(F)(F)F)n5)CC4)cc3)nc2c1, O=C([O-])[O-], CC=C(C)B(O)O, CCOC(C)=O, [K+], [K+], C1CCOC1. Product: CC=C(C)c1cc(C#N)cc2nc(-c3ccc(C(=O)NCC4CCN(c5nccc(C(F)(F)F)n5)CC4)cc3)oc12. RXN SMILES: [Br:1][c:2]1[cH:3][c:4]([C:37]#[N:38])[cH:5][c:6]2[n:7][c:8](-[c:11]3[cH:12][cH:13][c:14]([C:15](=[O:16])[NH:17][CH2:18][CH:19]4[CH2:20][CH2:21][N:22]([c:25]5[n:26][cH:27][cH:28][c:29]([C:31]([F:32])([F:33])[F:34])[n:30]5)[CH2:23][CH2:24]4)[cH:35][cH:36]3)[o:9][c:10]12.[C:46](=[O:47])([O-:48])[O-:49].[CH3:39][C:40](=[CH:41][CH3:42])[B:43]([OH:44])[OH:45].[CH3:57][CH2:58][O:59][C:60](=[O:61])[CH3:62].[K+:50].[K+:51].[O:52]1[CH2:53][CH2:54][CH2:55][CH2:56]1>>[c:2]1([C:40]([CH3:39])=[CH:41][CH3:42])[cH:3][c:4]([C:37]#[N:38])[cH:5][c:6]2[n:7][c:8](-[c:11]3[cH:12][cH:13][c:14]([C:15](=[O:16])[NH:17][CH2:18][CH:19]4[CH2:20][CH2:21][N:22]([c:25]5[n:26][cH:27][cH:28][c:29]([C:31]([F:32])([F:33])[F:34])[n:30]5)[CH2:23][CH2:24]4)[cH:35][cH:36]3)[o:9][c:10]12.